From a dataset of the Open Reaction Database (ORD), a public repository of structured organic reaction records. describe an organic reaction: reactants, conditions, products, and yield Reactants: C(C)(C)(C)OC(=O)N1CCC2=C(N(N=C2CC1)CC)OS(=O)(=O)C(F)(F)F (2-ethyl-3-trifluoromethanesulfonyloxy-4,5,7,8-tetrahydro-2H-1,2,6-triaza-azulene-6-carboxylic acid tert-butyl ester), CN(C1=CC=C(C=C1)B(O)O)C (4-dimethylaminophenylboronic acid). The product is C(C)N1N=C2CCNCCC2=C1C1=CC=C(C=C1)N(C)C ([4-(2-Ethyl-2,4,5,6,7,8-hexahydro-1,2,6-triaza-azulen-3-yl)-phenyl]-dimethyl-amine). Yield: 40.4%. Reaction SMILES: C(OC([N:8]1[CH2:17][CH2:16][C:15]2[C:11](=[C:12](OS(C(F)(F)F)(=O)=O)[N:13]([CH2:18][CH3:19])[N:14]=2)[CH2:10][CH2:9]1)=O)(C)(C)C.[CH3:28][N:29]([CH3:39])[C:30]1[CH:35]=[CH:34][C:33](B(O)O)=[CH:32][CH:31]=1>>[CH2:18]([N:13]1[C:12]([C:33]2[CH:34]=[CH:35][C:30]([N:29]([CH3:39])[CH3:28])=[CH:31][CH:32]=2)=[C:11]2[C:15]([CH2:16][CH2:17][NH:8][CH2:9][CH2:10]2)=[N:14]1)[CH3:19]. Reported procedure: The title compound (57 mg) was prepared according to Example 263 using 205 mg of 2-ethyl-3-trifluoromethanesulfonyloxy-4,5,7,8-tetrahydro-2H-1,2,6-triaza-azulene-6-carboxylic acid tert-butyl ester (Example 193, Step A) and 115 mg of 4-dimethylaminophenylboronic acid. MS (ESI): exact mass calculated for C17H24N4, 284.20. found, m/z 285.5 [M+H]+. 1H NMR (500 MHz, CD3OD): 7.87-7.85 (m, 2H), 7.65-7.63 (m, 2H), 4.67 (br s, 2H), 4.06 (q, J=9.0 Hz, 2H), 4.00-3.62 (m, 2H), 3.36 (s, 6H), 3.32-3.29 (m, 2H... Product: C(C)(=O)C1=CC=C(OCC(CNC=2C=3N=CN([C@H]4[C@H](O)[C@H](O)[C@@H](CO)O4)C3N=CN2)O)C=C1 (N6 -[3-(4-acetylphenoxy)-2-hydroxypropyl]-adenosine). Procedure details: By substituting (4-acetylphenoxy)-2-hydroxypropylamine (3.65 g, 0.017 mole) for the 2-hydroxy-(1-naphthalenyloxy)propylamine of Example 1 and following the method of Example 1, N6 -[3-(4-acetylphenoxy)-2-hydroxypropyl]-adenosine was obtained. Reactants: C(C)(=O)C1=CC=C(ONCC(C)O)C=C1 ((4-acetylphenoxy)-2-hydroxypropylamine), OC(CNC=1C=2N=CN([C@H]3[C@H](O)[C@H](O)[C@@H](CO)O3)C2N=CN1)COC1=CC=CC2=CC=CC=C12 (N6 -[2-hydroxy-3-(1-naphthalenyloxy)propyl]adenosine). RXN SMILES: [C:1]([C:4]1[CH:15]=[CH:14][C:7]([O:8]NCC(O)C)=[CH:6][CH:5]=1)(=[O:3])[CH3:2].[OH:16][CH:17]([CH2:38]OC1C2C(=CC=CC=2)C=CC=1)[CH2:18][NH:19][C:20]1[C:21]2[N:22]=[CH:23][N:24]([C:34]=2[N:35]=[CH:36][N:37]=1)[C@@H:25]1[O:33][C@H:30]([CH2:31][OH:32])[C@@H:28]([OH:29])[C@H:26]1[OH:27]>>[C:1]([C:4]1[CH:5]=[CH:6][C:7]([O:8][CH2:38][CH:17]([OH:16])[CH2:18][NH:19][C:20]2[C:21]3[N:22]=[CH:23][N:24]([C:34]=3[N:35]=[CH:36][N:37]=2)[C@@H:25]2[O:33][C@H:30]([CH2:31][OH:32])[C@@H:28]([OH:29])[C@H:26]2[OH:27])=[CH:14][CH:15]=1)(=[O:3])[CH3:2]. Reactants: ClC=1C(=C2C(=NC1)NC(=N2)C2=CC=C(C=C2)OCCN2CCOCC2)Cl (6,7-Dichloro-2-[4-(2-morpholin-4-ylethoxy)phenyl]-3H-imidazo[4,5-b]pyridine). Solvent: N1CCOCC1 (morpholine). Reaction conditions: temperature 180 celsius. Product: ClC=1C(=C2C(=NC1)N=C(N2)C2=CC=C(C=C2)OCCN2CCOCC2)N2CCOCC2 (6-Chloro-7-{4-morpholinyl)-2-{4-[2-(4-morpholinyl)ethoxy]phenyl}-1H-imidazo[4,5-b]pyridine). The yield is 90.1%. Reaction SMILES: [Cl:1][C:2]1[C:3](Cl)=[C:4]2[N:10]=[C:9]([C:11]3[CH:16]=[CH:15][C:14]([O:17][CH2:18][CH2:19][N:20]4[CH2:25][CH2:24][O:23][CH2:22][CH2:21]4)=[CH:13][CH:12]=3)[NH:8][C:5]2=[N:6][CH:7]=1>N1CCOCC1>[Cl:1][C:2]1[C:3]([N:20]2[CH2:25][CH2:24][O:23][CH2:22][CH2:21]2)=[C:4]2[NH:10][C:9]([C:11]3[CH:12]=[CH:13][C:14]([O:17][CH2:18][CH2:19][N:20]4[CH2:21][CH2:22][O:23][CH2:24][CH2:25]4)=[CH:15][CH:16]=3)=[N:8][C:5]2=[N:6][CH:7]=1. Procedure details: 6,7-Dichloro-2-[4-(2-morpholin-4-ylethoxy)phenyl]-3H-imidazo[4,5-b]pyridine (Example 206) (10 mg, 25 μmol) was dissolved in morpholine (0.5 ml) and heated in a microwave oven at 180° C. for 15 min. The excess morpholine was evaporated in vacuo and the oily residue triturated with EtOAc. The crystals formed were collected by filtration and washed with a 1: I EtOAc/n-heptane mixture. This afforded the product as a white powder (5 mg, 44%). The reactants are Cc1cc(N)cc(C)c1S(=O)(=O)C[N+](=O)[O-], [Ca+2], O=S(=O)(Cl)c1ccc(F)cc1, O=C([O-])[O-], C1CCOC1, O. Yields the product Cc1cc(NS(=O)(=O)c2ccc(F)cc2)cc(C)c1S(=O)(=O)C[N+](=O)[O-]. Reaction SMILES: [CH3:6][c:7]1[cH:8][c:9]([NH2:10])[cH:11][c:12]([CH3:21])[c:13]1[S:14](=[O:15])(=[O:16])[CH2:17][N+:18](=[O:19])[O-:20].[Ca+2:1].[F:22][c:23]1[cH:24][cH:25][c:26]([S:29](=[O:30])(=[O:31])[Cl:32])[cH:27][cH:28]1.[O-:2][C:3](=[O:4])[O-:5].[O:34]1[CH2:35][CH2:36][CH2:37][CH2:38]1.[OH2:33]>>[CH3:6][c:7]1[cH:8][c:9]([NH:10][S:29]([c:26]2[cH:25][cH:24][c:23]([F:22])[cH:28][cH:27]2)(=[O:30])=[O:31])[cH:11][c:12]([CH3:21])[c:13]1[S:14](=[O:15])(=[O:16])[CH2:17][N+:18](=[O:19])[O-:20]. The yield is 57.1%. Procedure details: A mixture of tert-butyl (1-{4-[2-(2-aminopyridin-3-yl)-5-chloro-3H-imidazo[4,5-b]pyridin-3-yl]phenyl}cyclobutyl)carbamate (50.0 mg, 0.101 mmol), 4-[3-(4,4,5,5-tetramethyl-1,3,2-dioxaborolan-2-yl)phenyl]thiomorpholine 1,1-dioxide (51.5 mg, 0.153 mmol), Pd(dppf)2Cl2.DCM (8.32 mg, 0.0102 mmol), and 2M NaOH aq. (0.150 mL, 0.310) in DME (2 mL) was heated at 80° C. for 10 hours under nitrogen. After cooling to room temperature, the mixture was diluted with DCM and filtered through a Celite pad. The co... Yields the product NC1=NC=CC=C1C1=NC=2C(=NC(=CC2)C2=CC(=CC=C2)N2CCS(CC2)(=O)=O)N1C1=CC=C(C=C1)C1(CCC1)NC(OC(C)(C)C)=O (tert-Butyl [1-(4-{2-(2-aminopyridin-3-yl)-5-[3-(1,1-dioxidothiomorpholin-4-yl)phenyl]-3H-imidazo[4,5-b]pyridin-3-yl}phenyl)cyclobutyl]carbamate). Reactants: [OH-].[Na+] (NaOH), NC1=NC=CC=C1C1=NC=2C(=NC(=CC2)Cl)N1C1=CC=C(C=C1)C1(CCC1)NC(OC(C)(C)C)=O (tert-butyl (1-{4-[2-(2-aminopyridin-3-yl)-5-chloro-3H-imidazo[4,5-b]pyridin-3-yl]phenyl}cyclobutyl)carbamate), CC1(OB(OC1(C)C)C=1C=C(C=CC1)N1CCS(CC1)(=O)=O)C (4-[3-(4,4,5,5-tetramethyl-1,3,2-dioxaborolan-2-yl)phenyl]thiomorpholine 1,1-dioxide). As a reaction SMILES: [NH2:1][C:2]1[C:7]([C:8]2[N:17]([C:18]3[CH:23]=[CH:22][C:21]([C:24]4([NH:28][C:29](=[O:35])[O:30][C:31]([CH3:34])([CH3:33])[CH3:32])[CH2:27][CH2:26][CH2:25]4)=[CH:20][CH:19]=3)[C:11]3=[N:12][C:13](Cl)=[CH:14][CH:15]=[C:10]3[N:9]=2)=[CH:6][CH:5]=[CH:4][N:3]=1.CC1(C)C(C)(C)OB([C:44]2[CH:45]=[C:46]([N:50]3[CH2:55][CH2:54][S:53](=[O:57])(=[O:56])[CH2:52][CH2:51]3)[CH:47]=[CH:48][CH:49]=2)O1.[OH-].[Na+]>COCCOC.C(Cl)Cl.C1C=CC(P(C2C=CC=CC=2)[C-]2C=CC=C2)=CC=1.C1C=CC(P(C2C=CC=CC=2)[C-]2C=CC=C2)=CC=1.Cl[Pd]Cl.[Fe+2]>[NH2:1][C:2]1[C:7]([C:8]2[N:17]([C:18]3[CH:23]=[CH:22][C:21]([C:24]4([NH:28][C:29](=[O:35])[O:30][C:31]([CH3:34])([CH3:33])[CH3:32])[CH2:27][CH2:26][CH2:25]4)=[CH:20][CH:19]=3)[C:11]3=[N:12][C:13]([C:44]4[CH:49]=[CH:48][CH:47]=[C:46]([N:50]5[CH2:55][CH2:54][S:53](=[O:56])(=[O:57])[CH2:52][CH2:51]5)[CH:45]=4)=[CH:14][CH:15]=[C:10]3[N:9]=2)=[CH:6][CH:5]=[CH:4][N:3]=1 |f:2.3,6.7.8.9|. Reagents/catalysts: C1=CC=C(C=C1)P([C-]2C=CC=C2)C3=CC=CC=C3.C1=CC=C(C=C1)P([C-]2C=CC=C2)C3=CC=CC=C3.Cl[Pd]Cl.[Fe+2] (Pd(dppf)2Cl2). Run in COCCOC (DME), C(Cl)Cl (DCM), C(Cl)Cl (DCM). The reactants are Cl (HCl), [H-].[H-].[H-].[H-].[Li+].[Al+3] (LAH), CN1C(C2CCCC(C1=O)N2)=O (3-methyl-3,9-diazabicyclo[3.3.1]nonane-2,4-dione). The solvent is CCOCC (ether), CCOCC (ether), C1CCOC1 (THF), C1CCOC1 (THF). The product is CN1CC2CCCC(C1)N2 (3-methyl-3,9-diazabicyclo[3.3.1]nonane). As a reaction SMILES: [H-].[H-].[H-].[H-].[Li+].[Al+3].[CH3:7][N:8]1[C:15](=O)[CH:14]2[NH:17][CH:10]([CH2:11][CH2:12][CH2:13]2)[C:9]1=O.Cl>C1COCC1.CCOCC>[CH3:7][N:8]1[CH2:15][CH:14]2[NH:17][CH:10]([CH2:11][CH2:12][CH2:13]2)[CH2:9]1 |f:0.1.2.3.4.5|. Reported procedure: To a stirred cold (0-5° C.) suspension of LAH (205 mg, 5.40 mmol) in an THF (15 ml) a solution of 3-methyl-3,9-diazabicyclo[3.3.1]nonane-2,4-dione (375 mg) in THF (5 ml) was added and the mixture was heated to reflux for 1-2 h. Rxn was cooled in a ice bath and quenched by addition of water (0.2 ml), 15% NaOH (0.6 ml) and water (0.2 ml) and the suspension was vigorously stirred and filtered and dried over Na2SO4. Evaporation of solvents gave light-brown oil which was dissolved in ether and treate...